Task: describe an organic reaction: reactants, conditions, products, and yield. Dataset: the Open Reaction Database (ORD), a public repository of structured organic reaction records Reactants: [N+](=O)([O-])C1=C(OC(C(=O)Cl)CC)C=C(C=C1)OC1=C(C=C(C=C1)C(F)(F)F)Cl (2-[2-nitro-5-(2-chloro-4-trifluoromethylphenoxy)phenoxy]butanoyl chloride), O1C(OCC1)CN (N-(1,3-Dioxolan-2-ylmethyl)amine). The solvent is C(Cl)Cl (methylene chloride), C(Cl)Cl (methylene chloride). Run at temperature -15 celsius. The product is O1C(OCC1)CNC(C(CC)OC1=C(C=CC(=C1)OC1=C(C=C(C=C1)C(F)(F)F)Cl)[N+](=O)[O-])=O (N-(1,3-dioxolan-2-ylmethyl)-2-[2-nitro-5-(2-chloro-4-trifluoromethylphenoxy)phenoxy]butyramide). As a reaction SMILES: [O:1]1[CH2:5][CH2:4][O:3][CH:2]1[CH2:6][NH2:7].[N+:8]([C:11]1[CH:23]=[CH:22][C:21]([O:24][C:25]2[CH:30]=[CH:29][C:28]([C:31]([F:34])([F:33])[F:32])=[CH:27][C:26]=2[Cl:35])=[CH:20][C:12]=1[O:13][CH:14]([CH2:18][CH3:19])[C:15](Cl)=[O:16])([O-:10])=[O:9]>C(Cl)Cl>[O:1]1[CH2:5][CH2:4][O:3][CH:2]1[CH2:6][NH:7][C:15](=[O:16])[CH:14]([O:13][C:12]1[CH:20]=[C:21]([O:24][C:25]2[CH:30]=[CH:29][C:28]([C:31]([F:34])([F:33])[F:32])=[CH:27][C:26]=2[Cl:35])[CH:22]=[CH:23][C:11]=1[N+:8]([O-:10])=[O:9])[CH2:18][CH3:19]. Procedure: N-(1,3-Dioxolan-2-ylmethyl)amine (0.015 mole) triethylamine (5 ml) and methylene chloride (50 ml) are charged into a glass reaction vessel equipped with a mechanical stirrer, thermometer and addition funnel. The reaction mixture is cooled to about -15° C. and a solution of 2-[2-nitro-5-(2-chloro-4-trifluoromethylphenoxy)phenoxy]butanoyl chloride (0.01 mole) in methylene chloride (50 ml) is added dropwise with stirring. After the addition is completed the reaction mixture is allowed to warm to ro...